From a dataset of the Open Reaction Database (ORD), a public repository of structured organic reaction records. describe an organic reaction: reactants, conditions, products, and yield Starting materials: S1C(=NC2=C1C=CC=C2)N(C(=O)C=2C=CC=C1CCN(CC21)C=2SC(=C(N2)C(=O)OCC)C2=CC=C(C=C2)CO)COCC[Si](C)(C)C (ethyl 2-(8-(benzo[d]thiazol-2-yl((2-(trimethylsilyl)ethoxy)methyl)carbamoyl)-3,4-dihydroisoquinolin-2(1H)-yl)-5-(4-(hydroxymethyl)phenyl)thiazole-4-carboxylate), CC1(OB(OC1(C)C)C1=CC=C(C=C1)O)C (4-(4,4,5,5-tetramethyl-1,3,2-dioxaborolan-2-yl)phenol), OCC1=CC=C(C=C1)B(O)O (4-(hydroxymethyl)phenylboronic acid), BrC1=CSC2=C1N=CN=C2N2CCN(CC2)C (7-bromo-4-(4-methylpiperazin-1-yl)thieno[3,2-d]pyrimidine). The product is CN1CCN(CC1)C=1C2=C(N=CN1)C(=CS2)C2=CC=C(C=C2)O (4-(4-(4-methylpiperazin-1-yl)thieno[3,2-d]pyrimidin-7-yl)phenol). Reaction SMILES: S1C2C=CC=CC=2N=C1N(COCC[Si](C)(C)C)C(C1C=CC=C2C=1CN(C1SC(C3C=CC(CO)=CC=3)=C(C(OCC)=O)N=1)CC2)=O.OCC1C=CC(B(O)O)=CC=1.Br[C:61]1[C:65]2[N:66]=[CH:67][N:68]=[C:69]([N:70]3[CH2:75][CH2:74][N:73]([CH3:76])[CH2:72][CH2:71]3)[C:64]=2[S:63][CH:62]=1.CC1(C)C(C)(C)OB([C:85]2[CH:90]=[CH:89][C:88]([OH:91])=[CH:87][CH:86]=2)O1>>[CH3:76][N:73]1[CH2:74][CH2:75][N:70]([C:69]2[C:64]3[S:63][CH:62]=[C:61]([C:85]4[CH:90]=[CH:89][C:88]([OH:91])=[CH:87][CH:86]=4)[C:65]=3[N:66]=[CH:67][N:68]=2)[CH2:71][CH2:72]1. Procedure details: The compound 79B was prepared in a similar manner to the synthesis of compound 34D by substituting compound 34C and 4-(hydroxymethyl)phenylboronic acid with compound 79A and 4-(4,4,5,5-tetramethyl-1,3,2-dioxaborolan-2-yl)phenol, respectively: 1H NMR (DMSO-d6): δ 9.56 (s, 1H), 8.63 (s, 1H), 8.28 (s, 1H), 7.85-7.89 (m, 2H), 6.48-6.88 (m, 2H), 4.06 (br, 4H), 2.91 (br, 4H), 2.53 (s, 3H). ESI (+)/MS: 327 (M+H)+. Reactants: NC1=CC=C(C=C1)N1CCN(CC1)C[C@H](C)O ((S)-1-[4-(4-Amino-phenyl)-piperazin-1-yl]-propan-2-ol), CS(=O)C1=NN2C(C=N1)=CC=C2C2=C(C=CC=C2)N(S(=O)(=O)C)C (N-[2-(2-M ethanesulfinyl-pyrrolo[2,1-f][1,2,4]triazin-7-yl)-phenyl]-N-methyl-methanesulfonamide), C(C)(C)N(C(C)C)CC (N,N-Diisopropylethylamine), COCC(C)O (1-Methoxy-2-propanol). The product is O[C@H](CN1CCN(CC1)C1=CC=C(C=C1)NC1=NN2C(C=N1)=CC=C2C2=C(C=CC=C2)N(S(=O)(=O)C)C)C (N-[2-(2-{4-[4-((S)-2-Hydroxy-propyl)-piperazin-1-yl]-phenylamino}-pyrrolo[2,1-f][1,2,4]triazin-7-yl)-phenyl]-N-methyl-methanesulfonamide). Isolated yield 56.2%. As a reaction SMILES: [NH2:1][C:2]1[CH:7]=[CH:6][C:5]([N:8]2[CH2:13][CH2:12][N:11]([CH2:14][C@@H:15]([OH:17])[CH3:16])[CH2:10][CH2:9]2)=[CH:4][CH:3]=1.CS([C:21]1[N:26]=[CH:25][C:24]2=[CH:27][CH:28]=[C:29]([C:30]3[CH:35]=[CH:34][CH:33]=[CH:32][C:31]=3[N:36]([CH3:41])[S:37]([CH3:40])(=[O:39])=[O:38])[N:23]2[N:22]=1)=O.C(N(CC)C(C)C)(C)C.COCC(O)C>>[OH:17][C@@H:15]([CH3:16])[CH2:14][N:11]1[CH2:10][CH2:9][N:8]([C:5]2[CH:4]=[CH:3][C:2]([NH:1][C:21]3[N:26]=[CH:25][C:24]4=[CH:27][CH:28]=[C:29]([C:30]5[CH:35]=[CH:34][CH:33]=[CH:32][C:31]=5[N:36]([CH3:41])[S:37]([CH3:40])(=[O:39])=[O:38])[N:23]4[N:22]=3)=[CH:7][CH:6]=2)[CH2:13][CH2:12]1. Procedure: (S)-1-[4-(4-Amino-phenyl)-piperazin-1-yl]-propan-2-ol (129.1 mg, 0.5488 mmol), N-[2-(2-M ethanesulfinyl-pyrrolo[2,1-f][1,2,4]triazin-7-yl)-phenyl]-N-methyl-methanesulfonamide (100.0 mg, 0.2744 mmol) and N,N-Diisopropylethylamine (0.1434 mL, 0.8232 mmol) were dissolved in 1-Methoxy-2-propanol (1.00 mL, 10.2 mmol). The reaction was irradiated at 300 watts, 200° C. for 20 minutes or until HPLC showed consumption of starting material. The mixture was then reduced under nitrogen and the product was i... The reactants are Clc1ncc(-c2ccccc2)nn1, NN, O, c1ccncc1. The product is NNc1ncc(-c2ccccc2)nn1. RXN SMILES: [Cl:4][c:5]1[n:6][n:7][c:8](-[c:11]2[cH:12][cH:13][cH:14][cH:15][cH:16]2)[cH:9][n:10]1.[NH2:2][NH2:3].[OH2:1].[cH:17]1[cH:18][cH:19][n:20][cH:21][cH:22]1>>[NH:2]([NH2:3])[c:5]1[n:6][n:7][c:8](-[c:11]2[cH:12][cH:13][cH:14][cH:15][cH:16]2)[cH:9][n:10]1. The reactants are C(C)OC(=O)C=1C(=NC2=CC=C(C=C2C1CC1=C(C=CC=C1)Cl)Cl)OC(C)C (6-chloro-4-(2-chloro-benzyl)-2-isopropoxy-quinoline-3-carboxylic acid ethyl ester), [OH-].[Na+] (NaOH). The product is ClC=1C=C2C(=C(C(=NC2=CC1)OC(C)C)C(=O)O)CC1=C(C=CC=C1)Cl (6-Chloro-4-(2-chloro-benzyl)-2-isopropoxy-quinoline-3-carboxylic acid). As a reaction SMILES: C([O:3][C:4]([C:6]1[C:7]([O:25][CH:26]([CH3:28])[CH3:27])=[N:8][C:9]2[C:14]([C:15]=1[CH2:16][C:17]1[CH:22]=[CH:21][CH:20]=[CH:19][C:18]=1[Cl:23])=[CH:13][C:12]([Cl:24])=[CH:11][CH:10]=2)=[O:5])C.[OH-].[Na+]>>[Cl:24][C:12]1[CH:13]=[C:14]2[C:9](=[CH:10][CH:11]=1)[N:8]=[C:7]([O:25][CH:26]([CH3:27])[CH3:28])[C:6]([C:4]([OH:5])=[O:3])=[C:15]2[CH2:16][C:17]1[CH:22]=[CH:21][CH:20]=[CH:19][C:18]=1[Cl:23] |f:1.2|. Procedure details: The title compound was prepared in analogy to example 12 step B from 6-chloro-4-(2-chloro-benzyl)-2-isopropoxy-quinoline-3-carboxylic acid ethyl ester and 1N NaOH. Off white solid. LC-MS (ESI): 390 (M+H)+. Yields the product CC(NC(=O)OC(C)(C)C)C(=O)N1CCCC1C(=O)OCc1ccccc1. Starting materials: CC(NC(=O)OC(C)(C)C)C(=O)O, CC(C)COC(=O)Cl, O=C(OCc1ccccc1)C1CCCN1, CN1CCOCC1, ClC(Cl)Cl, Cl, C1CCOC1. RXN SMILES: [C:1](=[O:2])([O:3][C:4]([CH3:5])([CH3:6])[CH3:7])[NH:8][CH:9]([CH3:10])[C:11](=[O:12])[OH:13].[CH2:21]([O:22][C:23]([Cl:24])=[O:25])[CH:26]([CH3:27])[CH3:28].[CH2:30]([c:31]1[cH:32][cH:33][cH:34][cH:35][cH:36]1)[O:37][C:38]([CH:39]1[NH:40][CH2:41][CH2:42][CH2:43]1)=[O:44].[CH3:14][N:15]1[CH2:16][CH2:17][O:18][CH2:19][CH2:20]1.[CH:50]([Cl:51])([Cl:52])[Cl:53].[ClH:29].[O:45]1[CH2:46][CH2:47][CH2:48][CH2:49]1>>[C:1](=[O:2])([O:3][C:4]([CH3:5])([CH3:6])[CH3:7])[NH:8][CH:9]([CH3:10])[C:11](=[O:13])[N:40]1[CH:39]([C:38]([O:37][CH2:30][c:31]2[cH:32][cH:33][cH:34][cH:35][cH:36]2)=[O:44])[CH2:43][CH2:42][CH2:41]1.